Dataset: the Open Reaction Database (ORD), a public repository of structured organic reaction records. Task: describe an organic reaction: reactants, conditions, products, and yield Reactants: CO, C=C(C)c1cc2c(C(=O)Nc3ccc(C)cn3)cc(OC(C)C)cc2o1. Yields the product Cc1ccc(NC(=O)c2cc(OC(C)C)cc3oc(C(C)C)cc23)nc1. Reaction SMILES: [CH3:27][OH:28].[CH:1]([CH3:2])([CH3:3])[O:4][c:5]1[cH:6][c:7]2[c:8]([cH:9][c:10]([C:12](=[CH2:13])[CH3:14])[o:11]2)[c:15]([C:17](=[O:18])[NH:19][c:20]2[n:21][cH:22][c:23]([CH3:26])[cH:24][cH:25]2)[cH:16]1>>[CH:1]([CH3:2])([CH3:3])[O:4][c:5]1[cH:6][c:7]2[c:8]([cH:9][c:10]([CH:12]([CH3:13])[CH3:14])[o:11]2)[c:15]([C:17](=[O:18])[NH:19][c:20]2[n:21][cH:22][c:23]([CH3:26])[cH:24][cH:25]2)[cH:16]1. The reactants are OC=1C(N(C(=CC1C(=O)N(CC(C)C)CC(C)C)C)CC(=O)OC(C)(C)C)=O (3-Hydroxy-4-diisobutylaminocarbonyl-6-methyl-1-tert-butyloxycarbonylmethyl-2-pyridinone), C(=O)(C(F)(F)F)O (TFA). The solvent is C(Cl)Cl (CH2Cl2). Conditions: time 32 hour. The product is OC=1C(N(C(=CC1C(=O)N(CC(C)C)CC(C)C)C)CC(=O)O)=O (3-Hydroxy-4-diisobutylaminocarbonyl-6-methyl-1-carboxymethyl-2-pyridinone). RXN SMILES: [OH:1][C:2]1[C:3](=[O:28])[N:4]([CH2:20][C:21]([O:23]C(C)(C)C)=[O:22])[C:5]([CH3:19])=[CH:6][C:7]=1[C:8]([N:10]([CH2:15][CH:16]([CH3:18])[CH3:17])[CH2:11][CH:12]([CH3:14])[CH3:13])=[O:9].C(O)(C(F)(F)F)=O>C(Cl)Cl>[OH:1][C:2]1[C:3](=[O:28])[N:4]([CH2:20][C:21]([OH:23])=[O:22])[C:5]([CH3:19])=[CH:6][C:7]=1[C:8]([N:10]([CH2:11][CH:12]([CH3:14])[CH3:13])[CH2:15][CH:16]([CH3:17])[CH3:18])=[O:9]. Reported procedure: To a solution 3-hydroxy-4-diisobutylaminocarbonyl-6-methyl-1-tert-butyloxycarbonylmethyl-2-pyridinone from step 5 above (0.61 g) in CH2Cl2 (4 mL) was added TFA (2 mL) and the solution was stirred at ambient temperature for 32 h. The solvents were removed in vacuo to give the title compound (0.6 g; HPLC RT=13.56 min, method B).